From a dataset of the Open Reaction Database (ORD), a public repository of structured organic reaction records. describe an organic reaction: reactants, conditions, products, and yield RXN SMILES: Cl.[NH2:2][OH:3].[C:4]1([C:10](=O)[CH2:11][C:12]2[CH:17]=[CH:16][CH:15]=[C:14]([O:18][CH3:19])[CH:13]=2)[CH:9]=[CH:8][CH:7]=[CH:6][CH:5]=1.[OH-].[Na+]>C(O)C>[C:4]1([C:10](=[N:2][OH:3])[CH2:11][C:12]2[CH:17]=[CH:16][CH:15]=[C:14]([O:18][CH3:19])[CH:13]=2)[CH:9]=[CH:8][CH:7]=[CH:6][CH:5]=1 |f:0.1,3.4|. The reactants are Cl.NO (hydroxylamine hydrochloride), C1(=CC=CC=C1)C(CC1=CC(=CC=C1)OC)=O (1-phenyl-2-(3-methoxyphenyl)ethanone), [OH-].[Na+] (NaOH). The product is C1(=CC=CC=C1)C(CC1=CC(=CC=C1)OC)=NO (1-phenyl-2-(3-methoxyphenyl)ethanone oxime). Reported procedure: A solution of hydroxylamine hydrochloride (185.5 g, 2.67 mol) water (0.3 L) was added with stirring to a solution of 1-phenyl-2-(3-methoxyphenyl)ethanone (187 g, 0.89 mol) in 95% ethanol (1.4 L). Then, 0.3 L of 20% NaOH was added, with stirring, to the resulting mixture. The mixture was heated to reflux for 2 hrs, cooled, and the alcohol was evaporated with a water aspirator. The aqueous residue was extracted with ether (3×500 ml). The combined ether extracts were dried over MgSO4 and evaporated... Run in C(C)O (ethanol). Isolated yield 77.1%.